This data is from the Open Reaction Database (ORD), a public repository of structured organic reaction records. The task is: describe an organic reaction: reactants, conditions, products, and yield Starting materials: CCN=C=O, CC(C)(C)OC(=O)NC1CCCN(c2c(Br)cnc3[nH]cc(N)c23)C1, c1ccncc1. Product: CCNC(=O)Nc1c[nH]c2ncc(Br)c(N3CCCC(NC(=O)OC(C)(C)C)C3)c12. RXN SMILES: [N:26](=[C:27]=[O:28])[CH2:29][CH3:30].[NH2:1][c:2]1[cH:3][nH:4][c:5]2[n:6][cH:7][c:8]([Br:25])[c:9]([N:11]3[CH2:12][CH:13]([NH:17][C:18]([O:19][C:20]([CH3:21])([CH3:22])[CH3:23])=[O:24])[CH2:14][CH2:15][CH2:16]3)[c:10]12.[cH:31]1[cH:32][cH:33][n:34][cH:35][cH:36]1>>[NH:1]([c:2]1[cH:3][nH:4][c:5]2[n:6][cH:7][c:8]([Br:25])[c:9]([N:11]3[CH2:12][CH:13]([NH:17][C:18]([O:19][C:20]([CH3:21])([CH3:22])[CH3:23])=[O:24])[CH2:14][CH2:15][CH2:16]3)[c:10]12)[C:27]([NH:26][CH2:29][CH3:30])=[O:28]. The reactants are BrC=1C(=C(C=C2C(C(=CN(C12)C1=NC(=C(C=C1F)F)NC(C)(C)C)C(=O)OCC)=O)F)F (Ethyl 8-bromo-1-[6-(t-butylamino)-3,5-difluoro-pyridin-2-yl]-6,7-difluoro-4-oxo-1,4-dihydroquinoline-3-carboxylate), Cl (hydrochloric acid), C(C)(=O)O (acetic acid). Run in O (water). Product: NC1=C(C=C(C(=N1)N1C=C(C(C2=CC(=C(C(=C12)Br)F)F)=O)C(=O)O)F)F (1-(6-amino-3,5-difluoropyridin-2-yl)-8-bromo-6,7-difluoro-4-oxo-1,4-dihydroquinoline-3-carboxylic acid). Isolated yield 95.2%. RXN SMILES: [Br:1][C:2]1[C:3]([F:32])=[C:4]([F:31])[CH:5]=[C:6]2[C:11]=1[N:10]([C:12]1[C:17]([F:18])=[CH:16][C:15]([F:19])=[C:14]([NH:20]C(C)(C)C)[N:13]=1)[CH:9]=[C:8]([C:25]([O:27]CC)=[O:26])[C:7]2=[O:30].Cl.C(O)(=O)C>O>[NH2:20][C:14]1[N:13]=[C:12]([N:10]2[C:11]3[C:6](=[CH:5][C:4]([F:31])=[C:3]([F:32])[C:2]=3[Br:1])[C:7](=[O:30])[C:8]([C:25]([OH:27])=[O:26])=[CH:9]2)[C:17]([F:18])=[CH:16][C:15]=1[F:19]. Procedure: Ethyl 8-bromo-1-[6-(t-butylamino)-3,5-difluoro-pyridin-2-yl]-6,7-difluoro-4-oxo-1,4-dihydroquinoline-3-carboxylate (1.38 g) was added to a liquid mixture of 12% hydrochloric acid (3.5 mL) and acetic acid (3.5 mL), and the mixture was heated for 5 hours under stirring and reflux. Subsequent to addition of distilled water (5 mL), the mixture was allowed to cool down. The precipitate was collected by filtration, and washed successively with ethanol and diisopropyl ether in this order to obtain the ...